From a dataset of the Open Reaction Database (ORD), a public repository of structured organic reaction records. describe an organic reaction: reactants, conditions, products, and yield Product: [N+](=O)([O-])C1=C(C=CC=C1)C=1C=NOC1 (4-(2-Nitrophenyl)isoxazole). Reported procedure: A suspension of 75 g of 3-(dimethylamino)-2-(2-nitrophenyl)acrolein [prepared by the procedure of U. Hengartner et al., J. Org. Chem., 44, 3748 (1979)] and 47.3 g of hydroxylamine hydrochloride in 300 ml of ethanol was refluxed for 10 hours, then concentrated to dryness in vacuo. Water (400 ml) was added to the residue and the suspension filtered. The isolated solid was recrystallized from 2-propanol to yield 56 g of the title compound; m.p. 51°-54° C. The solvent is C(C)O (ethanol). Isolated yield 86.5%. Reactants: CN(C=C(C=O)C1=C(C=CC=C1)[N+](=O)[O-])C (3-(dimethylamino)-2-(2-nitrophenyl)acrolein), Cl.NO (hydroxylamine hydrochloride). RXN SMILES: C[N:2](C)[CH:3]=[C:4]([C:7]1[CH:12]=[CH:11][CH:10]=[CH:9][C:8]=1[N+:13]([O-:15])=[O:14])[CH:5]=[O:6].Cl.NO>C(O)C>[N+:13]([C:8]1[CH:9]=[CH:10][CH:11]=[CH:12][C:7]=1[C:4]1[CH:3]=[N:2][O:6][CH:5]=1)([O-:15])=[O:14] |f:1.2|. Reactants: [Cl-], [Fe], [NH4+], O=[N+]([O-])c1ccccc1OC1CCSCC1. The product is Nc1ccccc1OC1CCSCC1. Reaction SMILES: [Cl-:17].[Fe:19].[NH4+:18].[S:1]1[CH2:2][CH2:3][CH:4]([O:7][c:8]2[c:9]([N+:14]([O-:15])=[O:16])[cH:10][cH:11][cH:12][cH:13]2)[CH2:5][CH2:6]1>>[S:1]1[CH2:2][CH2:3][CH:4]([O:7][c:8]2[c:9]([NH2:14])[cH:10][cH:11][cH:12][cH:13]2)[CH2:5][CH2:6]1. RXN SMILES: [C:1]([O:5][C:6](=[O:38])[N:7]([CH2:19][C:20]1[CH:25]=[CH:24][C:23]([CH2:26][N:27]2C(=O)C3C(=CC=CC=3)C2=O)=[CH:22][CH:21]=1)[CH2:8][CH2:9][CH2:10][CH2:11][N:12]([CH2:16][CH2:17][CH3:18])[CH2:13][CH2:14][CH3:15])([CH3:4])([CH3:3])[CH3:2].CN.CO>>[C:1]([O:5][C:6](=[O:38])[N:7]([CH2:19][C:20]1[CH:21]=[CH:22][C:23]([CH2:26][NH2:27])=[CH:24][CH:25]=1)[CH2:8][CH2:9][CH2:10][CH2:11][N:12]([CH2:13][CH2:14][CH3:15])[CH2:16][CH2:17][CH3:18])([CH3:3])([CH3:4])[CH3:2] |f:1.2|. Reaction conditions: time 14 hour. Procedure details: The compound (70.0 mg) obtained in Example 25-3 was added with a 40% methylamine/methanol solution (3.0 ml) and then stirred at room temperature for 14 hours. After completion of the reaction, the solvent was distilled off. Then, the residue was then added with a 1 mol/l sodium hydroxide aqueous solution and chloroform to extract the aqueous layer therefrom with chloroform. The extract was dried with anhydrous sodium sulfate, and the solvent was distilled off, thereby obtaining the subject compo... The yield is 124.7%. The product is C(C)(C)(C)OC(N(CCCCN(CCC)CCC)CC1=CC=C(C=C1)CN)=O ((4-aminomethylbenzyl)-(4-dipropylaminobutyl)carbamic acid t-butyl ester). Reactants: C(C)(C)(C)OC(N(CCCCN(CCC)CCC)CC1=CC=C(C=C1)CN1C(C2=CC=CC=C2C1=O)=O)=O ([4-(1,3-dioxo-1,3-dihydroisoindol-2-ylmethyl)benzyl]-(4-dipropylaminobutyl)carbamic acid t-butyl ester), CN.CO (methylamine methanol). Starting materials: O=[N+]([O-])c1cccc2nc(Cl)ccc12, NC1CCc2ccccc21. The product is O=[N+]([O-])c1cccc2nc(NC3CCc4ccccc43)ccc12. Reaction SMILES: [N+:1](=[O:2])([O-:3])[c:4]1[c:5]2[cH:6][cH:7][c:8]([Cl:14])[n:9][c:10]2[cH:11][cH:12][cH:13]1.[NH2:15][CH:16]1[CH2:17][CH2:18][c:19]2[cH:20][cH:21][cH:22][cH:23][c:24]21>>[N+:1](=[O:2])([O-:3])[c:4]1[c:5]2[cH:6][cH:7][c:8]([NH:15][CH:16]3[CH2:17][CH2:18][c:19]4[cH:20][cH:21][cH:22][cH:23][c:24]43)[n:9][c:10]2[cH:11][cH:12][cH:13]1. The reactants are CC(C)O, CNC(=O)c1ccccc1Nc1nc(Cl)ncc1Cl, ClCCl, Cl, CN1CCN(C)c2c(N)cccc2C1=O, C1COCCO1. Product: CNC(=O)c1ccccc1Nc1nc(Nc2cccc3c2N(C)CCN(C)C3=O)ncc1Cl. RXN SMILES: [CH:36]([OH:37])([CH3:38])[CH3:39].[Cl:16][c:17]1[n:18][cH:19][c:20]([Cl:34])[c:21]([NH:23][c:24]2[c:25]([C:26](=[O:27])[NH:28][CH3:29])[cH:30][cH:31][cH:32][cH:33]2)[n:22]1.[Cl:46][CH2:47][Cl:48].[ClH:35].[NH2:1][c:2]1[cH:3][cH:4][cH:5][c:6]2[c:7]1[N:8]([CH3:15])[CH2:9][CH2:10][N:11]([CH3:14])[C:12]2=[O:13].[O:40]1[CH2:41][CH2:42][O:43][CH2:44][CH2:45]1>>[NH:1]([c:2]1[cH:3][cH:4][cH:5][c:6]2[c:7]1[N:8]([CH3:15])[CH2:9][CH2:10][N:11]([CH3:14])[C:12]2=[O:13])[c:17]1[n:18][cH:19][c:20]([Cl:34])[c:21]([NH:23][c:24]2[c:25]([C:26](=[O:27])[NH:28][CH3:29])[cH:30][cH:31][cH:32][cH:33]2)[n:22]1. Starting materials: BrCCCn1c2ccc(Br)cc2c2cc(Br)ccc21, CCOC(C)=O, [K+], O=[N+]([O-])c1ccccc1S(=O)(=O)Nc1ccccc1, CN(C)C=O, [OH-]. Yields the product O=[N+]([O-])c1ccccc1S(=O)(=O)N(CCCn1c2ccc(Br)cc2c2cc(Br)ccc21)c1ccccc1. Reaction SMILES: [Br:22][c:23]1[cH:24][cH:25][c:26]2[n:27]([CH2:37][CH2:38][CH2:39][Br:40])[c:28]3[cH:29][cH:30][c:31]([Br:36])[cH:32][c:33]3[c:34]2[cH:35]1.[CH3:46][CH2:47][O:48][C:49]([CH3:50])=[O:51].[K+:2].[N+:3](=[O:4])([O-:5])[c:6]1[c:7]([S:12](=[O:13])(=[O:14])[NH:15][c:16]2[cH:17][cH:18][cH:19][cH:20][cH:21]2)[cH:8][cH:9][cH:10][cH:11]1.[O:41]=[CH:42][N:43]([CH3:44])[CH3:45].[OH-:1]>>[N+:3](=[O:4])([O-:5])[c:6]1[c:7]([S:12](=[O:13])(=[O:14])[N:15]([c:16]2[cH:17][cH:18][cH:19][cH:20][cH:21]2)[CH2:39][CH2:38][CH2:37][n:27]2[c:26]3[cH:25][cH:24][c:23]([Br:22])[cH:35][c:34]3[c:33]3[c:28]2[cH:29][cH:30][c:31]([Br:36])[cH:32]3)[cH:8][cH:9][cH:10][cH:11]1.